This data is from the Open Reaction Database (ORD), a public repository of structured organic reaction records. The task is: describe an organic reaction: reactants, conditions, products, and yield The reactants are ethereal solution, Cl (hydrochloric acid), C([O-])([O-])=O.[Na+].[Na+] (sodium carbonate), [H-].[Na+] (sodium hydride), CC=1N(C=CN1)CC1C(C2=C(NC3=CC=CC=C23)SC1)=O (3-[(2-methyl-1-imidazolyl)methyl]-4-oxo-2,3,4,9-tetrahydrothiopyrano[2,3-b]indole), CS(=O)(=O)Cl (methanesulfonyl chloride). The solvent is C(C)O (ethanol), CN(C=O)C (dimethylformamide). Run at time 4 hour. Yields the product CC=1N(C=CN1)CC1C(C2=C(N(C3=CC=CC=C23)S(=O)(=O)C)SC1)=O (3-[(2-Methyl-1-Imidazolyl)Methyl]-4-Oxo-9-Methysulfonyl-2,3,4,9-Tetrahydrothiopyrano[2,3-b]Indole). As a reaction SMILES: [H-].[Na+].[CH3:3][C:4]1[N:5]([CH2:9][CH:10]2[CH2:22][S:21][C:13]3[NH:14][C:15]4[C:20]([C:12]=3[C:11]2=[O:23])=[CH:19][CH:18]=[CH:17][CH:16]=4)[CH:6]=[CH:7][N:8]=1.[CH3:24][S:25](Cl)(=[O:27])=[O:26].C(=O)([O-])[O-].[Na+].[Na+].Cl>CN(C)C=O.C(O)C>[CH3:3][C:4]1[N:5]([CH2:9][CH:10]2[CH2:22][S:21][C:13]3[N:14]([S:25]([CH3:24])(=[O:27])=[O:26])[C:15]4[C:20]([C:12]=3[C:11]2=[O:23])=[CH:19][CH:18]=[CH:17][CH:16]=4)[CH:6]=[CH:7][N:8]=1 |f:0.1,4.5.6|. Procedure: 0.20 g (0.0042 mol) of sodium hydride, at a concentration of 50% in oil, is added in the course of 30 minutes and under a nitrogen atmosphere to a solution of 1.19 g (0.004 mol) of 3-[(2-methyl-1-imidazolyl)methyl]-4-oxo-2,3,4,9-tetrahydrothiopyrano[2,3-b]indole in 20 ml of dimethylformamide, and 0.325 ml (0.0042 mol) of methanesulfonyl chloride is then added. The mixture is stirred for 4 hours at room temperature, 150 ml of 2N sodium carbonate solution are added and the resulting mixture is ext... Reactants: P(O)(=O)(OP(=O)(O)O)OC[C@@H]1[C@H]([C@H]([C@@H](O1)N1C=NC=2C(N)=NC=NC12)O)O (ADP). The solvent is C([C@@H]1[C@H]([C@H]([C@H](O1)OP(=O)(O)OP(=O)(O)O)O)O)OP(=O)(O)O (PRPP), C([C@@H]1[C@H]([C@H]([C@H](O1)OP(=O)(O)OP(=O)(O)O)O)O)OP(=O)(O)O (PRPP), C([C@@H]1[C@H]([C@H]([C@H](O1)OP(=O)(O)OP(=O)(O)O)O)O)OP(=O)(O)O (PRPP). Run at time 28 minute. The product is P(O)(=O)(OP(=O)(O)OP(=O)(O)O)OC[C@@H]1[C@H]([C@H]([C@@H](O1)N1C=NC=2C(N)=NC=NC12)O)O (ATP). As a reaction SMILES: [P:1]([O:9][CH2:10][C@H:11]1[O:15][C@@H:14]([N:16]2[C:25]3[N:24]=[CH:23][N:22]=[C:20]([NH2:21])[C:19]=3[N:18]=[CH:17]2)[C@H:13]([OH:26])[C@@H:12]1[OH:27])([O:4][P:5]([OH:8])([OH:7])=[O:6])(=[O:3])[OH:2]>C(OP(O)(O)=O)[C@H]1O[C@H](OP(OP(O)(O)=O)(O)=O)[C@H](O)[C@@H]1O>[P:1]([O:9][CH2:10][C@H:11]1[O:15][C@@H:14]([N:16]2[C:25]3[N:24]=[CH:23][N:22]=[C:20]([NH2:21])[C:19]=3[N:18]=[CH:17]2)[C@H:13]([OH:26])[C@@H:12]1[OH:27])([O:4][P:5]([O:7][P:1]([OH:4])([OH:3])=[O:2])([OH:8])=[O:6])(=[O:2])[OH:3]. Procedure details: The following additions were made to each reaction: 2 μl of PRPP, 2 μl of PRPP Synthetase, and 20 μl PRPP Synthetase buffer. The reactions proceeded at 37° C. for 28 minutes at which time the reactions were transferred to 100 μl containing 2 μl of ADP and 2 μl of NDPK. This second reaction was allowed to proceed at room temperature for 20 min. The amount of ATP produced was measured by the addition of 10 ng of Luciferase followed by measuring light output with a luminometer. The data is presente... The reactants are CC(=O)O, Cl, O=C(O)c1cc(-c2cccc(C(F)(F)F)c2)c(=O)n2ccccc12. Yields the product O=c1c(-c2cccc(C(F)(F)F)c2)ccc2ccccn12. As a reaction SMILES: [CH3:26][C:27](=[O:28])[OH:29].[ClH:25].[O:1]=[c:2]1[c:3](-[c:15]2[cH:16][c:17]([C:21]([F:22])([F:23])[F:24])[cH:18][cH:19][cH:20]2)[cH:4][c:5]([C:12]([OH:13])=[O:14])[c:6]2[cH:7][cH:8][cH:9][cH:10][n:11]12>>[O:1]=[c:2]1[c:3](-[c:15]2[cH:16][c:17]([C:21]([F:22])([F:23])[F:24])[cH:18][cH:19][cH:20]2)[cH:4][cH:5][c:6]2[cH:7][cH:8][cH:9][cH:10][n:11]12. Starting materials: C=CC(O)(C)CCC=C(C)C (linalool), C[Si](Cl)(C)C (trimethylchlorosilane). The reagents and catalysts are [Bi+]=O (bismuth(III)-oxide). Reaction conditions: temperature 60 celsius. Product: ClCC=C(CCC=C(C)C)C (1-Chloro-3,7-dimethyl-octa-2,6-diene). The yield is 83.2%. RXN SMILES: [CH2:1]=[CH:2][C:3]([CH2:6][CH2:7][CH:8]=[C:9]([CH3:11])[CH3:10])([CH3:5])O.C[Si](C)(C)[Cl:14]>[Bi+]=O>[Cl:14][CH2:1][CH:2]=[C:3]([CH3:5])[CH2:6][CH2:7][CH:8]=[C:9]([CH3:11])[CH3:10]. Reported procedure: To a mixture of 170 g linalool and 20 mg bismuth(III)-oxide heated to 60° C., 130.5 g trimethylchlorosilane were dropped in. Then the mixture was cooled to room temperature and the organic layer was separated. The resulting oil was purified by distillation to yield 158.35 g of a colorless oil. Product: COc1ccc2c(c1)C(C1(c3ccccc3Cl)CC1)N(C)CC2. Starting materials: [BH3-]C#N, C=O, CC(=O)O, CC#N, COc1ccc2c(c1)C(C1(c3ccccc3Cl)CC1)NCC2, [Na+], [Na+], [OH-]. RXN SMILES: [C:25]([BH3-:26])#[N:27].[CH2:23]=[O:24].[CH3:31][C:32](=[O:33])[OH:34].[CH3:35][C:36]#[N:37].[Cl:1][c:2]1[c:3]([C:8]2([CH:11]3[NH:12][CH2:13][CH2:14][c:15]4[cH:16][cH:17][c:18]([O:21][CH3:22])[cH:19][c:20]43)[CH2:9][CH2:10]2)[cH:4][cH:5][cH:6][cH:7]1.[Na+:28].[Na+:30].[OH-:29]>>[Cl:1][c:2]1[c:3]([C:8]2([CH:11]3[N:12]([CH3:25])[CH2:13][CH2:14][c:15]4[cH:16][cH:17][c:18]([O:21][CH3:22])[cH:19][c:20]43)[CH2:9][CH2:10]2)[cH:4][cH:5][cH:6][cH:7]1. Reactants: ClC1=CC=C(C=N1)C(C)=O (1-(6-chloro-pyridin-3-yl)-ethanone), COC(=O)C1=CC=C(C=C1)B(O)O (4-methoxycarbonylphenyl boronic acid), C([O-])([O-])=O.[Na+].[Na+] (sodium carbonate). Reagents/catalysts: [Pd].C1(=CC=CC=C1)P(C1=CC=CC=C1)C1=CC=CC=C1.C1(=CC=CC=C1)P(C1=CC=CC=C1)C1=CC=CC=C1.C1(=CC=CC=C1)P(C1=CC=CC=C1)C1=CC=CC=C1.C1(=CC=CC=C1)P(C1=CC=CC=C1)C1=CC=CC=C1 (tetrakis-(triphenylphosphine) palladium). The solvent is O1CCOCC1 (dioxane). Yields the product COC(C1=CC=C(C=C1)C1=NC=C(C=C1)C(C)=O)=O (4-(5-Acetyl-pyridin-2-yl)-benzoic acid methyl ester). As a reaction SMILES: Cl[C:2]1[N:7]=[CH:6][C:5]([C:8](=[O:10])[CH3:9])=[CH:4][CH:3]=1.[CH3:11][O:12][C:13]([C:15]1[CH:20]=[CH:19][C:18](B(O)O)=[CH:17][CH:16]=1)=[O:14].C(=O)([O-])[O-].[Na+].[Na+]>O1CCOCC1.[Pd].C1(P(C2C=CC=CC=2)C2C=CC=CC=2)C=CC=CC=1.C1(P(C2C=CC=CC=2)C2C=CC=CC=2)C=CC=CC=1.C1(P(C2C=CC=CC=2)C2C=CC=CC=2)C=CC=CC=1.C1(P(C2C=CC=CC=2)C2C=CC=CC=2)C=CC=CC=1>[CH3:11][O:12][C:13](=[O:14])[C:15]1[CH:20]=[CH:19][C:18]([C:2]2[CH:3]=[CH:4][C:5]([C:8](=[O:10])[CH3:9])=[CH:6][N:7]=2)=[CH:17][CH:16]=1 |f:2.3.4,6.7.8.9.10|. Reported procedure: Procedure U′: To a stirring solution of 1-(6-chloro-pyridin-3-yl)-ethanone (1.0 mmol, CAS #55676-22-7) and 4-methoxycarbonylphenyl boronic acid (1.2 mmol) in dioxane (0.15M), add tetrakis-(triphenylphosphine) palladium (0.044 mmol) and 2M aqueous sodium carbonate (5.0 mmol). Heat the reaction to 90° C. for three hours. After this time, remove the heat and concentrate in vacuo. Purify the title compound via radial chromatography eluting with methanol and dichloromethane. MS (m/e): 256.1 (M+1) Starting materials: C([O-])([O-])=O.[K+].[K+] (potassium carbonate), CI (methyl iodide), C(C)(C)(C)OC(=O)N1CC(OCC1)COC1=C(C=CC=C1)CCCCC1=CC=CC=C1 (4-t-Butoxycarbonyl-2-[2-(4-phenylbutyl)phenoxymethyl]morpholine). Run in CC(=O)N(C)C (dimethylacetamide). The product is CN1CC(OCC1)COC1=C(C=CC=C1)CCCCC1=CC=CC=C1 (4-Methyl-2-[2-(4-phenylbutyl)phenoxymethyl]morpholine). Isolated yield 76.5%. RXN SMILES: C(=O)([O-])[O-].[K+].[K+].CI.C(O[C:14]([N:16]1[CH2:21][CH2:20][O:19][CH:18]([CH2:22][O:23][C:24]2[CH:29]=[CH:28][CH:27]=[CH:26][C:25]=2[CH2:30][CH2:31][CH2:32][CH2:33][C:34]2[CH:39]=[CH:38][CH:37]=[CH:36][CH:35]=2)[CH2:17]1)=O)(C)(C)C>CC(N(C)C)=O>[CH3:14][N:16]1[CH2:21][CH2:20][O:19][CH:18]([CH2:22][O:23][C:24]2[CH:29]=[CH:28][CH:27]=[CH:26][C:25]=2[CH2:30][CH2:31][CH2:32][CH2:33][C:34]2[CH:35]=[CH:36][CH:37]=[CH:38][CH:39]=2)[CH2:17]1 |f:0.1.2|. Reported procedure: 115 mg of potassium carbonate and 118 mg of methyl iodide were added to a solution of 300 mg of 2-[2-(4-phenylbutyl)phenoxymethyl]morpholine hydrochloride (prepared as described in Example 7) in 6 ml of dimethylacetamide, and the resulting mixture was allowed to react at room temperature for 3 hours. At the end of this time, the reaction mixture was partitioned between ethyl acetate and water. The organic layer was washed with a saturated aqueous solution of sodium chloride, dried over anhydrous...